This data is from the Open Reaction Database (ORD), a public repository of structured organic reaction records. The task is: describe an organic reaction: reactants, conditions, products, and yield Starting materials: [H-].C(C(C)C)[Al+]CC(C)C (diisobutylaluminum hydride), solution, C(C1=CC=CC=C1)OC(=O)NC1=CC(=C(C=C1)/C=C/C(=O)OC)F (methyl (2E)-3-(4-{[(benzyloxy)carbonyl]amino}-2-fluorophenyl)acrylate), [H-].C(C(C)C)[Al+]CC(C)C (diisobutylaluminum hydride), solution, C(CC(O)(C(=O)O)CC(=O)O)(=O)O (citric acid), C(C)(=O)OCC (ethyl acetate). Solvent: C1CCOC1 (THF), C1CCOC1 (THF). Run at temperature -78 celsius, time 1 hour. Yields the product FC=1C=C(C=CC1\C=C\CO)NC(OCC1=CC=CC=C1)=O (Benzyl 3-fluoro-4-[(1E)-3-hydroxyprop-1-enyl]phenylcarbamate). Reaction SMILES: [H-].C([Al+]CC(C)C)C(C)C.[CH2:11]([O:18][C:19]([NH:21][C:22]1[CH:27]=[CH:26][C:25](/[CH:28]=[CH:29]/[C:30](OC)=[O:31])=[C:24]([F:34])[CH:23]=1)=[O:20])[C:12]1[CH:17]=[CH:16][CH:15]=[CH:14][CH:13]=1.C(O)(=O)CC(CC(O)=O)(C(O)=O)O.C(OCC)(=O)C>C1COCC1>[F:34][C:24]1[CH:23]=[C:22]([NH:21][C:19](=[O:20])[O:18][CH2:11][C:12]2[CH:17]=[CH:16][CH:15]=[CH:14][CH:13]=2)[CH:27]=[CH:26][C:25]=1/[CH:28]=[CH:29]/[CH2:30][OH:31] |f:0.1|. Reported procedure: A THF solution of diisobutylaluminum hydride (522 mL of a 1.0 M solution, 522 mmol) was added to a cooled (−78° C.) solution of methyl (2E)-3-(4-{[(benzyloxy)carbonyl]amino}-2-fluorophenyl)acrylate (43 g, 130 mmol) in THF (900 mL). After stirring for one hour at −78° C., additional diisobutylaluminum hydride solution was added (140 mL of a 1.0 M solution, 140 mmol). After another 30 minutes, aqueous citric acid and ethyl acetate were added and the mixture allowed to warm slowly to room temperatu... Starting materials: COc1cc(OC)cc(C(C)N)c1, CC#N, CCN(C(C)C)C(C)C, O=C(c1ccc(F)cc1F)C(F)(F)F. The product is COc1cc(OC)cc(C(C)Nc2cc(F)ccc2C(=O)C(F)(F)F)c1. Reaction SMILES: [CH3:15][O:16][c:17]1[cH:18][c:19]([CH:25]([CH3:26])[NH2:27])[cH:20][c:21]([O:23][CH3:24])[cH:22]1.[CH3:37][C:38]#[N:39].[CH:28]([N:29]([CH2:30][CH3:31])[CH:32]([CH3:33])[CH3:34])([CH3:35])[CH3:36].[F:1][C:2]([C:3](=[O:4])[c:5]1[c:6]([F:12])[cH:7][c:8]([F:11])[cH:9][cH:10]1)([F:13])[F:14]>>[F:1][C:2]([C:3](=[O:4])[c:5]1[c:6]([NH:27][CH:25]([c:19]2[cH:18][c:17]([O:16][CH3:15])[cH:22][c:21]([O:23][CH3:24])[cH:20]2)[CH3:26])[cH:7][c:8]([F:11])[cH:9][cH:10]1)([F:13])[F:14].